This data is from the Open Reaction Database (ORD), a public repository of structured organic reaction records. The task is: describe an organic reaction: reactants, conditions, products, and yield Starting materials: CC(C)(C)OC(=O)N1CCN(c2ccc(N)nc2)CC1, Cc1ccccc1, CCc1cc2cnc(S(C)=O)nc2n(C2CCCC2)c1=O. The product is CCc1cc2cnc(Nc3ccc(N4CCN(C(=O)OC(C)(C)C)CC4)cn3)nc2n(C2CCCC2)c1=O. RXN SMILES: [C:22]([CH3:23])([CH3:24])([CH3:25])[O:26][C:27](=[O:28])[N:29]1[CH2:30][CH2:31][N:32]([c:35]2[cH:36][n:37][c:38]([NH2:41])[cH:39][cH:40]2)[CH2:33][CH2:34]1.[CH3:42][c:43]1[cH:44][cH:45][cH:46][cH:47][cH:48]1.[CH:1]1([n:6]2[c:7](=[O:21])[c:8]([CH2:19][CH3:20])[cH:9][c:10]3[c:11]2[n:12][c:13]([S:16]([CH3:17])=[O:18])[n:14][cH:15]3)[CH2:2][CH2:3][CH2:4][CH2:5]1>>[CH:1]1([n:6]2[c:7](=[O:21])[c:8]([CH2:19][CH3:20])[cH:9][c:10]3[c:11]2[n:12][c:13]([NH:41][c:38]2[n:37][cH:36][c:35]([N:32]4[CH2:31][CH2:30][N:29]([C:27]([O:26][C:22]([CH3:23])([CH3:24])[CH3:25])=[O:28])[CH2:34][CH2:33]4)[cH:40][cH:39]2)[n:14][cH:15]3)[CH2:2][CH2:3][CH2:4][CH2:5]1. The reactants are C(C)(C)(C)OC(NCC1=C(C=CC=C1)S(=O)(=O)C)=O ((2-Methanesulfonyl-benzyl)-carbamic acid tert-butyl ester), Cl (HCl). Run in O1CCOCC1 (dioxane), C(Cl)(Cl)Cl (CHCl3). Reaction conditions: time 20 hour. Yields the product Cl.CS(=O)(=O)C1=C(CN)C=CC=C1 (2-methanesulfonyl-benzylamine hydrochloride). Isolated yield 89.3%. As a reaction SMILES: C(OC(=O)[NH:7][CH2:8][C:9]1[CH:14]=[CH:13][CH:12]=[CH:11][C:10]=1[S:15]([CH3:18])(=[O:17])=[O:16])(C)(C)C.[ClH:20]>O1CCOCC1.C(Cl)(Cl)Cl>[ClH:20].[CH3:18][S:15]([C:10]1[CH:11]=[CH:12][CH:13]=[CH:14][C:9]=1[CH2:8][NH2:7])(=[O:16])=[O:17] |f:4.5|. Procedure details: (2-Methanesulfonyl-benzyl)-carbamic acid tert-butyl ester (1.55 g, 5.43 mmol) was dissolved in warm dioxane (50 mL) and cooled to room temperature. HCl solution (4M solution in dioxane, 20 ml, 80 mmol) was added. After 20 h, a white precipitate had formed. The reaction was diluted with CHCl3 (50 mL) and filtered. The white solid was washed with CHCl3 and dried in-vacuo to yield 1.075g of 2-methanesulfonyl-benzylamine hydrochloride as an off white solid, m/z 186.6 (M+1)+. Reaction SMILES: [Br:1][C:2]1[CH:3]=[CH:4][C:5]([N:12]([CH2:21][C:22]2[CH:27]=[CH:26][C:25]([O:28][CH3:29])=[CH:24][CH:23]=2)[C:13](=[O:20])[CH2:14][C:15]2[S:16][CH:17]=[CH:18][CH:19]=2)=[C:6]([CH:11]=1)[C:7](OC)=[O:8].CC(C)([O-])C.[K+].Cl>O1CCCC1>[Br:1][C:2]1[CH:11]=[C:6]2[C:5](=[CH:4][CH:3]=1)[N:12]([CH2:21][C:22]1[CH:27]=[CH:26][C:25]([O:28][CH3:29])=[CH:24][CH:23]=1)[C:13](=[O:20])[C:14]([C:15]1[S:16][CH:17]=[CH:18][CH:19]=1)=[C:7]2[OH:8] |f:1.2|. Yields the product BrC=1C=C2C(=C(C(N(C2=CC1)CC1=CC=C(C=C1)OC)=O)C=1SC=CC1)O (6-bromo-4-hydroxy-1-(4-methoxybenzyl)-3-(thiophen-2-yl)quinolin-2(1H)-one). Starting materials: BrC=1C=CC(=C(C(=O)OC)C1)N(C(CC=1SC=CC1)=O)CC1=CC=C(C=C1)OC (Methyl 5-bromo-2-[(4-methoxybenzyl)(thiophen-2-ylacetyl)amino]benzoate), CC(C)([O-])C.[K+] (potassium tert-butoxide), Cl (HCl). Procedure details: Methyl 5-bromo-2-[(4-methoxybenzyl)(thiophen-2-ylacetyl)amino]benzoate (2.7 g, 5.7 mmol) was taken into tetrahydrofuran (0.50 M, 11 mL) and to this solution was added potassium tert-butoxide (1.3 g, 11 mmol) at room temp. The reaction was stirred for an hour. The crude reaction mixture was poured into 1 N HCl aq. (100 mL). The product was extracted with ethyl acetate (3×50 mL). The combined organic extractions were dried over magnesium sulfate, filtered, and concentrated in vacuo to yield 6-brom... The solvent is O1CCCC1 (tetrahydrofuran). Starting materials: C(C)OC(=O)C1(CCN(CC1)C(=O)OC(C)(C)C)CCC=O (4-(3-oxo-propyl)-piperidine-1,4-dicarboxylic acid 1-tert-butyl ester 4-ethyl ester), C(C)OC(=O)C1(CCN(CC1)C(=O)OC(C)(C)C)CCC=O (4-(3-oxo-propyl)-piperidine-1,4-dicarboxylic acid 1-tert-butyl ester 4-ethyl ester), CC1N(CCC1)C1C[C@H](CC1)C1=CC=C(C=C1)N (4-[(S)-3-(2-methyl-pyrrolidin-1-yl)cyclopentyl]-phenylamine), CC1N(CCC1)C1C[C@H](CC1)C1=CC=C(C=C1)N (4-[(S)-3-(2-methyl-pyrrolidin-1-yl)cyclopentyl]-phenylamine). Product: C(C)(C)(C)OC(=O)N1CCC2(CCN(C2=O)C2=CC=C(C=C2)C2CC(CC2)N2C(CCC2)C)CC1 (2-{4-[3-(2-Methyl-pyrrolidin-1-yl)-cyclopentyl]-phenyl}-1-oxo-2,8-diaza-spiro[4.5]decane-8-carboxylic acid tert-butyl ester). As a reaction SMILES: C(O[C:4]([C:6]1([CH2:19][CH2:20]C=O)[CH2:11][CH2:10][N:9]([C:12]([O:14][C:15]([CH3:18])([CH3:17])[CH3:16])=[O:13])[CH2:8][CH2:7]1)=[O:5])C.[CH3:23][CH:24]1[CH2:28][CH2:27][CH2:26][N:25]1[CH:29]1[CH2:33][CH2:32][C@H:31]([C:34]2[CH:39]=[CH:38][C:37]([NH2:40])=[CH:36][CH:35]=2)[CH2:30]1>>[C:15]([O:14][C:12]([N:9]1[CH2:8][CH2:7][C:6]2([C:4](=[O:5])[N:40]([C:37]3[CH:38]=[CH:39][C:34]([CH:31]4[CH2:32][CH2:33][CH:29]([N:25]5[CH2:26][CH2:27][CH2:28][CH:24]5[CH3:23])[CH2:30]4)=[CH:35][CH:36]=3)[CH2:20][CH2:19]2)[CH2:11][CH2:10]1)=[O:13])([CH3:16])([CH3:17])[CH3:18]. Procedure details: The title compound was synthesized in the manner essentially the same as the Example 1 by condensing 4-(3-oxo-propyl)-piperidine-1,4-dicarboxylic acid 1-tert-butyl ester 4-ethyl ester (Intermediate 4) with 4-[(S)-3-(2-methyl-pyrrolidin-1-yl)-cyclopentyl]-phenylamine (Intermediate 15), and subsequently cyclization. Reactants: C(=O)(OC(C)(C)C)N[C@H](CCCN)C(=O)N[C@H](C)C1=CC=C(C=C1)O ((R)-N2 -(Boc)-(R)-N-[1-(4-hydroxyphenyl)ethyl]ornithine amide), C(=O)(OCC1=CC=CC=C1)NC(SC)=NC(=O)OCC1=CC=CC=C1 (N,N'-bis(Cbz)-S-methylisothiourea). Solvent: CN(C)C=O (DMF). Run at time 8 hour. Product: C(=O)(OCC1=CC=CC=C1)NC(NCCC[C@@H](NC(=O)OC(C)(C)C)C(=O)N[C@H](C)C1=CC=C(C=C1)O)=NC(=O)OCC1=CC=CC=C1 ((R)-Nω,Nω '-bis(Cbz)-N2 -(Boc)-(R)-N-[1-(4-Hydroxyphenyl)ethyl]-arginine amide). Reaction SMILES: [C:1]([NH:8][C@@H:9]([C:14]([NH:16][C@@H:17]([C:19]1[CH:24]=[CH:23][C:22]([OH:25])=[CH:21][CH:20]=1)[CH3:18])=[O:15])[CH2:10][CH2:11][CH2:12][NH2:13])([O:3][C:4]([CH3:7])([CH3:6])[CH3:5])=[O:2].[C:26]([NH:36][C:37](=[N:40][C:41]([O:43][CH2:44][C:45]1[CH:50]=[CH:49][CH:48]=[CH:47][CH:46]=1)=[O:42])SC)([O:28][CH2:29][C:30]1[CH:35]=[CH:34][CH:33]=[CH:32][CH:31]=1)=[O:27]>CN(C=O)C>[C:41]([NH:40][C:37](=[N:36][C:26]([O:28][CH2:29][C:30]1[CH:35]=[CH:34][CH:33]=[CH:32][CH:31]=1)=[O:27])[NH:13][CH2:12][CH2:11][CH2:10][C@H:9]([C:14]([NH:16][C@@H:17]([C:19]1[CH:24]=[CH:23][C:22]([OH:25])=[CH:21][CH:20]=1)[CH3:18])=[O:15])[NH:8][C:1]([O:3][C:4]([CH3:7])([CH3:5])[CH3:6])=[O:2])([O:43][CH2:44][C:45]1[CH:46]=[CH:47][CH:48]=[CH:49][CH:50]=1)=[O:42]. Procedure details: To a solution of (R)-N2 -(Boc)-(R)-N-[1-(4-hydroxyphenyl)ethyl]ornithine amide (11.47 g; 0.33 mmol; from step (a) above) in DMF (50 mL) was added N,N'-bis(Cbz)-S-methylisothiourea (11.8 g; 0.33 mmol). The solution was stirred overnight at room temperature followed by removal of the solvent under reduced pressure. The resultant oil was chromatographed on a plug of silica gel (7.5 cm×12.5 cm) eluting first with CH2Cl2 (800 mL) to remove the higher Rf impurities. The eluent was switched to EtOAc (6...